describe an organic reaction: reactants, conditions, products, and yield From a dataset of the Open Reaction Database (ORD), a public repository of structured organic reaction records. The reactants are CCCC[Sn](CCCC)(CCCC)O[Sn](CCCC)(CCCC)CCCC (bis(tributyltin) oxide), CN(C(CO)(C)C)C (2-dimethylamino-2-methyl-1-propanol), O (water). Run in C1=CC=CC=C1 (benzene). The product is C(CCC)[Sn](CCCC)(CCCC)OCC(C)(C)N(C)C (2-Dimethylamino-2-Methyl-1-Propyl Tributylstannyl Ether). Reaction SMILES: CCCC[Sn]([O:14][Sn:15]([CH2:24][CH2:25][CH2:26][CH3:27])([CH2:20][CH2:21][CH2:22][CH3:23])[CH2:16][CH2:17][CH2:18][CH3:19])(CCCC)CCCC.[CH3:28][N:29]([CH3:35])[C:30]([CH3:34])([CH3:33])[CH2:31]O.O>C1C=CC=CC=1>[CH2:24]([Sn:15]([O:14][CH2:31][C:30]([N:29]([CH3:35])[CH3:28])([CH3:34])[CH3:33])([CH2:16][CH2:17][CH2:18][CH3:19])[CH2:20][CH2:21][CH2:22][CH3:23])[CH2:25][CH2:26][CH3:27]. Reported procedure: 2-Dimethylamino-2-Methyl-1-Propyl Tributylstannyl Ether is prepared from 59.6 gm (0.1 mole) bis(tributyltin) oxide and 23.4 gm (0.2 mole) 2-dimethylamino-2-methyl-1-propanol in 200 ml benzene. This is stirred and heated to reflux in a system that contains a Dean-Starke tube. After 30 minutes water began to collect in the Dean-Starke tube and after 46 hours only 1.6 ml of water (theory 1.8 ml) had collected. Solvent is stripped off on a rotating evaporator to provide 78.3 gm of straw colored liqu... As a reaction SMILES: [C:31]([Br:32])([Br:33])([Br:34])[Br:35].[CH2:61]1[O:62][CH2:63][CH2:64][CH2:65]1.[CH3:55][CH2:56][O:57][C:58]([CH3:59])=[O:60].[NH2:1][c:2]1[n:3][cH:4][n:5][n:6]2[c:7]1[c:8](-[c:15]1[cH:16][cH:17][c:18]3[cH:19][n:20]([CH2:24][c:25]4[cH:26][cH:27][cH:28][cH:29][cH:30]4)[n:21][c:22]3[cH:23]1)[cH:9][c:10]2[CH2:11][CH2:12][CH2:13][OH:14].[c:36]1([P:37]([c:38]2[cH:39][cH:40][cH:41][cH:42][cH:43]2)[c:44]2[cH:45][cH:46][cH:47][cH:48][cH:49]2)[cH:50][cH:51][cH:52][cH:53][cH:54]1>>[NH2:1][c:2]1[n:3][cH:4][n:5][n:6]2[c:7]1[c:8](-[c:15]1[cH:16][cH:17][c:18]3[cH:19][n:20]([CH2:24][c:25]4[cH:26][cH:27][cH:28][cH:29][cH:30]4)[n:21][c:22]3[cH:23]1)[cH:9][c:10]2[CH2:11][CH2:12][CH2:13][Br:32]. Product: Nc1ncnn2c(CCCBr)cc(-c3ccc4cn(Cc5ccccc5)nc4c3)c12. Reactants: BrC(Br)(Br)Br, C1CCOC1, CCOC(C)=O, Nc1ncnn2c(CCCO)cc(-c3ccc4cn(Cc5ccccc5)nc4c3)c12, c1ccc(P(c2ccccc2)c2ccccc2)cc1. Starting materials: CC(=O)OC(C)=O, CC(=O)O, O=C(O)CCC1CCCCCCCCCCC1=O. Product: O=C1CCC2=C(CCCCCCCCCC2)O1. As a reaction SMILES: [CH3:19][C:20]([O:21][C:22](=[O:23])[CH3:24])=[O:25].[CH3:26][C:27](=[O:28])[OH:29].[O:1]=[C:2]1[CH:3]([CH2:14][CH2:15][C:16](=[O:17])[OH:18])[CH2:4][CH2:5][CH2:6][CH2:7][CH2:8][CH2:9][CH2:10][CH2:11][CH2:12][CH2:13]1>>[C:2]12=[C:3]([CH2:4][CH2:5][CH2:6][CH2:7][CH2:8][CH2:9][CH2:10][CH2:11][CH2:12][CH2:13]1)[CH2:14][CH2:15][C:16](=[O:17])[O:18]2. Reactants: N#Cc1cccc(C=O)c1, CC1=CC(=O)C(C)(C)O1, CCO, [Cl-], [Na+], [Na+], [OH-]. Yields the product CC1(C)OC(C=Cc2cccc(C#N)c2)=CC1=O. RXN SMILES: [C:1](#[N:2])[c:3]1[cH:4][c:5]([CH:6]=[O:7])[cH:8][cH:9][cH:10]1.[CH3:11][C:12]1([CH3:19])[O:13][C:14]([CH3:18])=[CH:15][C:16]1=[O:17].[CH3:24][CH2:25][OH:26].[Cl-:23].[Na+:21].[Na+:22].[OH-:20]>>[C:1](#[N:2])[c:3]1[cH:4][c:5]([CH:6]=[CH:18][C:14]2=[CH:15][C:16](=[O:17])[C:12]([CH3:11])([CH3:19])[O:13]2)[cH:8][cH:9][cH:10]1. The reactants are O=C([O-])[O-], COc1ccc(O)cc1, CCOC(C)=O, CN(C)C=O, N#Cc1nc(Cl)cnc1Cl, [K+], [K+], O. Yields the product COc1ccc(Oc2ncc(Cl)nc2C#N)cc1. As a reaction SMILES: [C:20](=[O:21])([O-:22])[O-:23].[CH3:11][O:12][c:13]1[cH:14][cH:15][c:16]([OH:19])[cH:17][cH:18]1.[CH3:26][CH2:27][O:28][C:29](=[O:30])[CH3:31].[CH3:32][N:33]([CH3:34])[CH:35]=[O:36].[Cl:1][c:2]1[c:3]([C:9]#[N:10])[n:4][c:5]([Cl:8])[cH:6][n:7]1.[K+:24].[K+:25].[OH2:37]>>[c:2]1([O:19][c:16]2[cH:15][cH:14][c:13]([O:12][CH3:11])[cH:18][cH:17]2)[c:3]([C:9]#[N:10])[n:4][c:5]([Cl:8])[cH:6][n:7]1. Procedure: Using methyl 2-bromo-4-nitrobenzoate (1.7 g), pyrrolidine (0.54 mL) and 1-(2,4-dimethylphenyl)piperazine (999 mg) and by the reaction and treatment in the same manner as in Preparation Example 151, the title compound (268 mg) was obtained. Starting materials: BrC1=C(C(=O)OC)C=CC(=C1)[N+](=O)[O-] (methyl 2-bromo-4-nitrobenzoate), N1CCCC1 (pyrrolidine), CC1=C(C=CC(=C1)C)N1CCNCC1 (1-(2,4-dimethylphenyl)piperazine). Yields the product NC1=CC(=C(C=C1)C(=O)N1CCN(CC1)C1=C(C=C(C=C1)C)C)N1CCCC1 ([4-amino-2-(pyrrolidin-1-yl)phenyl][4-(2,4-dimethylphenyl)piperazin-1-yl]methanone). As a reaction SMILES: Br[C:2]1[CH:11]=[C:10]([N+:12]([O-])=O)[CH:9]=[CH:8][C:3]=1[C:4]([O:6]C)=O.[NH:15]1[CH2:19][CH2:18][CH2:17][CH2:16]1.[CH3:20][C:21]1[CH:26]=[C:25]([CH3:27])[CH:24]=[CH:23][C:22]=1[N:28]1[CH2:33][CH2:32][NH:31][CH2:30][CH2:29]1>>[NH2:12][C:10]1[CH:9]=[CH:8][C:3]([C:4]([N:31]2[CH2:32][CH2:33][N:28]([C:22]3[CH:23]=[CH:24][C:25]([CH3:27])=[CH:26][C:21]=3[CH3:20])[CH2:29][CH2:30]2)=[O:6])=[C:2]([N:15]2[CH2:19][CH2:18][CH2:17][CH2:16]2)[CH:11]=1. Reported procedure: Prepared by Procedure G and Scheme B1 using 2-bromophenyl (2R)-3-chloro-2-methylpropyl ether and 2-methyl-N-[3-(4-piperidinyl)phenyl]propanamide: ESMS m/e: 473.0 (M+H)+. The reactants are ClC[C@@H](COC1=C(C=CC=C1)Br)C (2-bromophenyl (2R)-3-chloro-2-methylpropyl ether), CC(C(=O)NC1=CC(=CC=C1)C1CCNCC1)C (2-methyl-N-[3-(4-piperidinyl)phenyl]propanamide). Product: BrC1=C(OC[C@H](CN2CCC(CC2)C=2C=C(C=CC2)NC(C(C)C)=O)C)C=CC=C1 (N-(3-{1-[(2S)-3-(2-BROMOPHENOXY)-2-METHYLPROPYL]-4-PIPERIDINYL}PHENYL)-2-METHYLPROPANAMIDE). RXN SMILES: Cl[CH2:2][C@H:3]([CH3:13])[CH2:4][O:5][C:6]1[CH:11]=[CH:10][CH:9]=[CH:8][C:7]=1[Br:12].[CH3:14][CH:15]([CH3:31])[C:16]([NH:18][C:19]1[CH:24]=[CH:23][CH:22]=[C:21]([CH:25]2[CH2:30][CH2:29][NH:28][CH2:27][CH2:26]2)[CH:20]=1)=[O:17]>>[Br:12][C:7]1[CH:8]=[CH:9][CH:10]=[CH:11][C:6]=1[O:5][CH2:4][C@@H:3]([CH3:13])[CH2:2][N:28]1[CH2:29][CH2:30][CH:25]([C:21]2[CH:20]=[C:19]([NH:18][C:16](=[O:17])[CH:15]([CH3:14])[CH3:31])[CH:24]=[CH:23][CH:22]=2)[CH2:26][CH2:27]1. The reactants are [N+](=O)([O-])[O-].C(CCCCCCCCCCCCCCCCCCC)[N+](CCC)(CCC)CCC (eicosyltripropylammonium nitrate), [Cl-].C(CCCCCCCCCCCCCCCCC)[N+](C)(C)CCCCCCCCCCCCCCCC (octadecylhexadecyldimethylammonium chloride), COS(=O)(=O)[O-].C(CCCCCCCCCCCCCCCCCCC)[N+](CC)(CC)CCCCCCCCCCCCCCCCCCCC (dieicosyldiethylammonium methylsulfate), [N+](=O)([O-])[O-].C(CCCCCCCCCCCCCCCCCC)[N+](CC)(CC)CCCCCCCCCCCCCCCCCCC (dinonadecyldiethylammonium nitrate), [Cl-].C(CCCCCCCCCCCCCCCCCCC)[N+](C)(C)C (eicosyltrimethylammonium chloride), [Cl-] (chloride). The reagents and catalysts are [Cl-].C(CCCCCCCCCCCCC)[N+](CC1=CC=CC=C1)(C)C (tetradecyldimethylbenzylammonium chloride). The product is [N+](=O)([O-])[O-].C(CCCCCCCCCCCCCCCC)[N+](CCC)(CCC)CCCCCCCCCCCCCCCCC (diheptadecyldipropylammonium nitrate). RXN SMILES: [Cl-].[CH2:2]([N+:20]([CH2:23][CH2:24][CH2:25][CH2:26][CH2:27][CH2:28][CH2:29][CH2:30][CH2:31][CH2:32][CH2:33][CH2:34][CH2:35][CH2:36][CH2:37][CH3:38])([CH3:22])[CH3:21])[CH2:3][CH2:4][CH2:5][CH2:6][CH2:7][CH2:8][CH2:9][CH2:10][CH2:11][CH2:12][CH2:13][CH2:14][CH2:15][CH2:16][CH2:17][CH2:18]C.[N+:39]([O-:42])([O-:41])=[O:40].[CH2:43]([N+](CCCCCCCCCCCCCCCCCCC)(CC)CC)[CH2:44]CCCCCCCCCCCCCCCCC.[Cl-].[CH2:87]([N+](C)(C)C)[CH2:88]CCCCCCCCCCCCCCCCCC.[CH3:111]OS([O-])(=O)=O.C([N+](CCCCCCCCCCCCCCCCCCCC)(CC)CC)CCCCCCCCCCCCCCCCCCC.[N+]([O-])([O-])=O.C([N+](CCC)(CCC)CCC)CCCCCCCCCCCCCCCCCCC.[Cl-]>[Cl-].C([N+](C)(C)CC1C=CC=CC=1)CCCCCCCCCCCCC>[N+:39]([O-:42])([O-:41])=[O:40].[CH2:23]([N+:20]([CH2:2][CH2:3][CH2:4][CH2:5][CH2:6][CH2:7][CH2:8][CH2:9][CH2:10][CH2:11][CH2:12][CH2:13][CH2:14][CH2:15][CH2:16][CH2:17][CH3:18])([CH2:21][CH2:87][CH3:88])[CH2:22][CH2:43][CH3:44])[CH2:24][CH2:25][CH2:26][CH2:27][CH2:28][CH2:29][CH2:30][CH2:31][CH2:32][CH2:33][CH2:34][CH2:35][CH2:36][CH2:37][CH2:38][CH3:111] |f:0.1,2.3,4.5,6.7,8.9,11.12,13.14|. Procedure details: tetradecyldimethylbenzylammonium chloride; octadecylhexadecyldimethylammonium chloride; dinonadecyldiethylammonium nitrate; eicosyltrimethylammonium chloride; dieicosyldiethylammonium methylsulfate; eicosyltripropylammonium nitrate; ditallowdimethylammonium chloride;